The task is: describe an organic reaction: reactants, conditions, products, and yield. This data is from the Open Reaction Database (ORD), a public repository of structured organic reaction records. The reactants are IC(CCCN1C(C=2C(C1=O)=CC=CC2)=O)CC (IPH), Cl.CC(C)O (HCl i-PrOH), NC=1C=CC=C2C=CC=NC12 (8-aminoquinoline), crude material. Run in C(C)(C)O (isopropyl alcohol). Yields the product Cl.C1(C=2C(C(N1)=O)=CC=CC2)=O (phthalimide hydrochloride). Reaction SMILES: IC(CC)CCC[N:6]1[C:10](=[O:11])[C:9]2=[CH:12][CH:13]=[CH:14][CH:15]=[C:8]2[C:7]1=[O:16].NC1C=CC=C2C=1N=CC=C2.[ClH:30].CC(O)C>C(O)(C)C>[ClH:30].[C:10]1(=[O:11])[NH:6][C:7](=[O:16])[C:8]2=[CH:15][CH:14]=[CH:13][CH:12]=[C:9]12 |f:2.3,5.6|. Procedure details: A solution of 8-amino-6-methoxy-4-methyl-5-(3-trifluoromethylphenoxy)-quinoline (10 g, 29 mmol), prepared as in Example 1, 4-iodo-1-phthalimidohexane (IPH, 10 g, 28 mmol), triethylamine (TEA, 4.5 mL) and 2-ethoxyethanol (10 mL) were heated at 115° for 21/2 hours. One equivalent of IPA and TEA was added and the solution was heated at 115° an additional 2.5 hours. Then one-half equivalent each of IPH and TEA was added and the reaction mixture was heated 5 hours longer. The reaction mixture was dil... Reactants: CC(C)(C)N1C(=O)C(Cl)=C(c2ccccc2)S1(=O)=O, CC(C)(C)OC(=O)N1CCC(N)CC1, CC#N. Yields the product CC(C)(C)OC(=O)N1CCC(NC2=C(c3ccccc3)S(=O)(=O)N(C(C)(C)C)C2=O)CC1. RXN SMILES: [C:1]([CH3:2])([CH3:3])([CH3:4])[N:5]1[S:6](=[O:18])(=[O:19])[C:7]([c:12]2[cH:13][cH:14][cH:15][cH:16][cH:17]2)=[C:8]([Cl:11])[C:9]1=[O:10].[C:20]([CH3:21])([CH3:22])([CH3:23])[O:24][C:25](=[O:26])[N:27]1[CH2:28][CH2:29][CH:30]([NH2:33])[CH2:31][CH2:32]1.[CH3:34][C:35]#[N:36]>>[C:1]([CH3:2])([CH3:3])([CH3:4])[N:5]1[S:6](=[O:18])(=[O:19])[C:7]([c:12]2[cH:13][cH:14][cH:15][cH:16][cH:17]2)=[C:8]([NH:33][CH:30]2[CH2:29][CH2:28][N:27]([C:25]([O:24][C:20]([CH3:21])([CH3:22])[CH3:23])=[O:26])[CH2:32][CH2:31]2)[C:9]1=[O:10]. Starting materials: ClCC(=O)OC (Methyl chloroacetate), C[Si](N1C=NC=C1)(C)C (1-(trimethylsilyl)-1H-imidazole). Reaction conditions: temperature 60 celsius. Yields the product [Cl-].COC(CN1C=[N+](C=C1)CC(OC)=O)=O (1,3-Bis(2-methoxy-2-oxoethyl)-1H-imidazol-3-ium chloride). Isolated yield 99.7%. RXN SMILES: [Cl:1][CH2:2][C:3]([O:5][CH3:6])=[O:4].C[Si](C)(C)[N:9]1[CH:13]=[CH:12][N:11]=[CH:10]1>>[Cl-:1].[CH3:6][O:5][C:3](=[O:4])[CH2:2][N:11]1[CH:12]=[CH:13][N+:9]([CH2:2][C:3](=[O:4])[O:5][CH3:6])=[CH:10]1 |f:2.3|. Procedure details: Methyl chloroacetate (2; 29.8 mL, 338.6 mmol, 2.0 eq) was added drop-wise to 1-(trimethylsilyl)-1H-imidazole (8; 25.0 mL, 169.3 mmol). The mixture was heated at 60° C. for 24 hours. The mixture was cooled to room temperature, washed with Et2O (3×500 mL) and dried in vacuo yielding 9 (41.97 g, 168.8 mmol, 99.7%) as a white solid.